describe an organic reaction: reactants, conditions, products, and yield From a dataset of the Open Reaction Database (ORD), a public repository of structured organic reaction records. The solvent is ClCCl (dichloromethane), CC(=O)N(C)C (dimethylacetamide). The product is BrC1=C(N=C(N(C1=O)C=1C=C(C(=O)NCC(=O)NC)C=CC1C)C)OCC1=C(C=C(C=C1)F)F ((±)3-[5-bromo-4-[(2,4-difluorobenzyl)oxy]-2-methyl-6-oxopyrimidin-1(6H)-yl]-4-methyl-N-{1-[(methylamino)carbonyl]methyl}benzamide). Starting materials: CN1CCOCC1 (N-methylmorpholine), Cl.CNC(CN)=O (N-methylglycine amide hydrochloride), BrC1=C(N=C(N(C1=O)C=1C=C(C(=O)O)C=CC1C)C)OCC1=C(C=C(C=C1)F)F (3-[5-bromo-4-[(2,4-difluorobenzyl)oxy]-2-methyl-6-oxopyrimidin-1(6H)-yl]-4-methylbenzoic acid), C(C(C)C)OC(=O)Cl (isobutylchloroformate), CN1CCOCC1 (N-methylmorpholine). The yield is 50.0%. Reaction conditions: temperature 0 celsius, time 10 minute. RXN SMILES: [Br:1][C:2]1[C:7](=[O:8])[N:6]([C:9]2[CH:10]=[C:11]([CH:15]=[CH:16][C:17]=2[CH3:18])[C:12]([OH:14])=O)[C:5]([CH3:19])=[N:4][C:3]=1[O:20][CH2:21][C:22]1[CH:27]=[CH:26][C:25]([F:28])=[CH:24][C:23]=1[F:29].C(OC(Cl)=O)C(C)C.CN1CCOCC1.Cl.[CH3:46][NH:47][C:48](=[O:51])[CH2:49][NH2:50]>CC(N(C)C)=O.CN(C1C=CN=CC=1)C.ClCCl>[Br:1][C:2]1[C:7](=[O:8])[N:6]([C:9]2[CH:10]=[C:11]([CH:15]=[CH:16][C:17]=2[CH3:18])[C:12]([NH:50][CH2:49][C:48]([NH:47][CH3:46])=[O:51])=[O:14])[C:5]([CH3:19])=[N:4][C:3]=1[O:20][CH2:21][C:22]1[CH:27]=[CH:26][C:25]([F:28])=[CH:24][C:23]=1[F:29] |f:3.4|. Reported procedure: To a solution of 3-[5-bromo-4-[(2,4-difluorobenzyl)oxy]-2-methyl-6-oxopyrimidin-1(6H)-yl]-4-methylbenzoic acid (1.0 g, 0.022 mol) in dimethylacetamide (10.0 mL) at −20° C. was added isobutylchloroformate (0.36 g, 0.0028 mol), followed by dropwise addition of N-methylmorpholine (0.30 g, 0.003 mol) and stirred for 10 min under nitrogen atmosphere. The reaction mixture was then stirred at room temperature for 20 min, cooled to 0° C., and added N-methylmorpholine (0.30 g, 0.003 mol) followed by the ... The reagents and catalysts are CN(C)C=1C=CN=CC1 (DMAP). RXN SMILES: [CH3:1][C:2]1[CH2:3][S:4](=[O:24])[C@@H:5]2[CH:12]([NH:13][C:14](=[O:22])[CH2:15][C:16]3[CH:21]=[CH:20][CH:19]=[CH:18][CH:17]=3)[C:11](=[O:23])[N:6]2[C:7]=1[C:8]([OH:10])=[O:9].[CH3:25][Si:26]([CH3:37])([CH3:36])NC(=O)C1C=CC=CC=1.NS(O)(=O)=O.[Br:43]N1C(=O)CCC1=O>ClCCl>[Br:43][CH2:1][C:2]1[CH2:3][S:4](=[O:24])[C@@H:5]2[CH:12]([NH:13][C:14](=[O:22])[CH2:15][C:16]3[CH:17]=[CH:18][CH:19]=[CH:20][CH:21]=3)[C:11](=[O:23])[N:6]2[C:7]=1[C:8]([O:10][Si:26]([CH3:37])([CH3:36])[CH3:25])=[O:9]. The product is BrCC=1CS([C@H]2N(C1C(=O)O[Si](C)(C)C)C(C2NC(CC2=CC=CC=C2)=O)=O)=O (trimethylsilyl 3-bromomethyl-7-phenylacetamido-3-cephem-4-carboxylate-1-oxide). The reactants are CC=1CS([C@H]2N(C1C(=O)O)C(C2NC(CC2=CC=CC=C2)=O)=O)=O (3-methyl-7-phenylacetamido-3-cephem-4-carboxylic acid-1-oxide), BrN1C(CCC1=O)=O (N-bromosuccinimide), NS(=O)(=O)O (amidosulfonic acid), C[Si](NC(C1=CC=CC=C1)=O)(C)C (N-trimethylsilylbenzamide). Run in ClCCl (dichloromethane). Procedure details: 601.5 mg (1.73 mmoles) of 3-methyl-7-phenylacetamido-3-cephem-4-carboxylic acid-1-oxide were silylated by refluxing in 50 ml of dichloromethane for one hour with 503 mg (2.61 mmoles) of N-trimethylsilylbenzamide. 0.1 g of amidosulfonic acid (1 mmole) were added to the clear, slightly yellow solution obtained and after cooling in an ice-bath, bromination was carried out in half an hour with 464.8 mg (2.61 mmoles) of N-bromosuccinimide to obtain a yield of 42% of trimethylsilyl 3-bromomethyl-7-phe... Isolated yield 42.0%. Procedure: To a solution of tert-butyl 2-(3-(4-amino-3,4-dioxo-1-phenylbutan-2-ylcarbamoyl)pyridin-2-yl)-2,4,5,7-tetrahydro-6H-pyrazolo[3,4-c]pyridine-6-carboxylate in dioxane (5 ml) 400 μL of 4M HCl in dioxane were added and stirred over night at room temperature. The mixture then was concentrated, and the remainder purified by chromatography over Chromabond RP-C18 (eluent: water/acetonitrile) to give 24 mg of the title compound; ESI-MS [M+H]+: 419.2. Yields the product Cl.NC(C(C(CC1=CC=CC=C1)NC(C1=C(N=CC=C1)N1N=C2CNCCC2=C1)=O)=O)=O (N-(4-Amino-3,4-dioxo-1-phenyl-2-butanyl)-2-(4,5,6,7-tetrahydro-pyrazolo[3,4-c]pyridin-2-yl)nicotinamide hydrochloride). As a reaction SMILES: [NH2:1][C:2](=[O:38])[C:3](=[O:37])[CH:4]([NH:12][C:13]([C:15]1[C:16]([N:21]2[CH:29]=[C:28]3[C:23]([CH2:24][N:25](C(OC(C)(C)C)=O)[CH2:26][CH2:27]3)=[N:22]2)=[N:17][CH:18]=[CH:19][CH:20]=1)=[O:14])[CH2:5][C:6]1[CH:11]=[CH:10][CH:9]=[CH:8][CH:7]=1.[ClH:39]>O1CCOCC1>[ClH:39].[NH2:1][C:2](=[O:38])[C:3](=[O:37])[CH:4]([NH:12][C:13](=[O:14])[C:15]1[CH:20]=[CH:19][CH:18]=[N:17][C:16]=1[N:21]1[CH:29]=[C:28]2[C:23]([CH2:24][NH:25][CH2:26][CH2:27]2)=[N:22]1)[CH2:5][C:6]1[CH:7]=[CH:8][CH:9]=[CH:10][CH:11]=1 |f:3.4|. Run in O1CCOCC1 (dioxane), O1CCOCC1 (dioxane). Reactants: NC(C(C(CC1=CC=CC=C1)NC(=O)C=1C(=NC=CC1)N1N=C2CN(CCC2=C1)C(=O)OC(C)(C)C)=O)=O (tert-butyl 2-(3-(4-amino-3,4-dioxo-1-phenylbutan-2-ylcarbamoyl)pyridin-2-yl)-2,4,5,7-tetrahydro-6H-pyrazolo[3,4-c]pyridine-6-carboxylate), Cl (HCl). Starting materials: BrCC1=CC=2C(C3=CC(=CC=C3C2C=C1)CBr)CCCCCC (2,7-bis(bromomethyl)-9-normal-hexylfluorene), C1(=CC=CC=C1)P(C1=CC=CC=C1)C1=CC=CC=C1 (triphenylphosphine), CN(C=O)C (dimethylformamide). The solvent is C(C)OCC (ethylether). Product: C1(=CC=CC=C1)[PH+](C1=CC=CC=C1)C1=CC=CC=C1.BrCC1=CC=2C(C3=CC(=CC=C3C2C=C1)CBr)CCCCCC (2,7-bis(bromomethyl)-9-normal-hexylfluorene triphenylphosphonium salt). The yield is 131.8%. Reaction SMILES: [Br:1][CH2:2][C:3]1[CH:15]=[CH:14][C:13]2[C:12]3[C:7](=[CH:8][C:9]([CH2:16][Br:17])=[CH:10][CH:11]=3)[CH:6]([CH2:18][CH2:19][CH2:20][CH2:21][CH2:22][CH3:23])[C:5]=2[CH:4]=1.[C:24]1([P:30]([C:37]2[CH:42]=[CH:41][CH:40]=[CH:39][CH:38]=2)[C:31]2[CH:36]=[CH:35][CH:34]=[CH:33][CH:32]=2)[CH:29]=[CH:28][CH:27]=[CH:26][CH:25]=1.CN(C)C=O>C(OCC)C>[C:37]1([PH+:30]([C:24]2[CH:25]=[CH:26][CH:27]=[CH:28][CH:29]=2)[C:31]2[CH:36]=[CH:35][CH:34]=[CH:33][CH:32]=2)[CH:38]=[CH:39][CH:40]=[CH:41][CH:42]=1.[Br:1][CH2:2][C:3]1[CH:15]=[CH:14][C:13]2[C:12]3[C:7](=[CH:8][C:9]([CH2:16][Br:17])=[CH:10][CH:11]=3)[CH:6]([CH2:18][CH2:19][CH2:20][CH2:21][CH2:22][CH3:23])[C:5]=2[CH:4]=1 |f:4.5|. Procedure details: In a 1 L three-neck flask equipped with a stirrer, a thermometer and a reflux condenser, 43.6 g (0.1 mol) of 2,7-bis(bromomethyl)-9-normal-hexylfluorene, 78.7 g (0.3 mol) of triphenylphosphine, and 500 ml of dimethylformamide were introduced and reacted for 12 hours at reflux temperature. When the temperature was decreased to room temperature after reaction, and the reaction solution was dropped down slowly into a 3 L ethylether solvent being thoroughly stirred, to obtain a white solid. After fi... Starting materials: divinyltetramethylsiloxane, CCCCCCC=C (octene-1), C(C)O[SiH](OCC)OCC (triethoxysilane), C[Si](OC(C)=O)(OC(C)=O)OC(C)=O (methyltriacetoxysilane), Teflon, CCCCCCC=C (octene-1). Run in C1(=CC=CC=C1)C (toluene), C1(=CC=CC=C1)C (toluene). Run at temperature 50 celsius. Product: C(CCCCCCC)[Si](OCC)(OCC)OCC (n-octyltriethoxysilane). The yield is 91.0%. As a reaction SMILES: [CH3:1][CH2:2][CH2:3][CH2:4][CH2:5][CH2:6][CH:7]=[CH2:8].[CH2:9]([O:11][SiH:12]([O:16][CH2:17][CH3:18])[O:13][CH2:14][CH3:15])[CH3:10].C[Si](OC(=O)C)(OC(=O)C)OC(=O)C>C1(C)C=CC=CC=1>[CH2:8]([Si:12]([O:16][CH2:17][CH3:18])([O:13][CH2:14][CH3:15])[O:11][CH2:9][CH3:10])[CH2:7][CH2:6][CH2:5][CH2:4][CH2:3][CH2:2][CH3:1]. Reported procedure: 224 mg Of octene-1, 328 mg of triethoxysilane, and 56 mg of toluene were placed in a glass reaction tube and 4 mg of methyltriacetoxysilane were added. Then, 0.001 ml of a toluene solution of a 0-valent platinum complex of divinyltetramethylsiloxane (platinum content: 0.4 wt %) was added to this mixture. The reaction tube was sealed with Teflon tape and heated for 30 minutes in an oil bath at 50° C. When the contents were analyzed by GC-MS following cooling, the conversion rate of octene-1 was 9... Reagents/catalysts: [Pd] (Pd/C). Run in CO (methanol). As a reaction SMILES: [Cl:1][C:2]1[CH:7]=[CH:6][CH:5]=[CH:4][C:3]=1[NH:8][CH:9]1[CH2:14][CH2:13][N:12]([C:15](=[O:39])[CH2:16][NH:17][C:18]([C:20]2[CH:24]=[C:23]([C:25]3[CH:30]=[CH:29][CH:28]=[CH:27][C:26]=3[O:31]CC3C=CC=CC=3)[NH:22][N:21]=2)=[O:19])[CH2:11][CH2:10]1>CO.[Pd]>[Cl:1][C:2]1[CH:7]=[CH:6][CH:5]=[CH:4][C:3]=1[NH:8][CH:9]1[CH2:14][CH2:13][N:12]([C:15](=[O:39])[CH2:16][NH:17][C:18]([C:20]2[CH:24]=[C:23]([C:25]3[CH:30]=[CH:29][CH:28]=[CH:27][C:26]=3[OH:31])[NH:22][N:21]=2)=[O:19])[CH2:11][CH2:10]1. Starting materials: ClC1=C(C=CC=C1)NC1CCN(CC1)C(CNC(=O)C1=NNC(=C1)C1=C(C=CC=C1)OCC1=CC=CC=C1)=O (5-(2-benzyloxy-phenyl)-1H-pyrazole-3-carboxylic acid {2-[4-(2-chloro-phenylamino)-piperidin-1-yl]-2-oxo-ethyl}-amide). Reported procedure: To a stirred solution of 5-(2-benzyloxy-phenyl)-1H-pyrazole-3-carboxylic acid {2-[4-(2-chloro-phenylamino)-piperidin-1-yl]-2-oxo-ethyl}-amide (0.2 g, 0.00039 mole) in methanol (60 mL), added 10% Pd/C (0.04 g) and the resulting mixture was stirred under an atmosphere of hydrogen for 2 hours. The mixture was then filtered through celite, the celite was washed with methanol and the organic layers were concentrated under reduced pressure. The residue was recrystallized from a mixture of ethyl acetat... Yields the product ClC1=C(C=CC=C1)NC1CCN(CC1)C(CNC(=O)C1=NNC(=C1)C1=C(C=CC=C1)O)=O (5-(2-hydroxy-phenyl)-1H-pyrazole-3-carboxylic acid {2-[4-(2-chloro-phenylamino)-piperidin-1-yl]-2-oxo-ethyl}-amide). Reaction conditions: time 2 hour. Isolated yield 31.1%. Reactants: [Si](O)(O)(O)O.C1(=CC=CC=C1)O (phenol silicate), C(C1=CC=CO1)O (furfuryl alcohol). Yields the product [Si](O)(O)(O)O.C(C1=CC=CO1)C1=C(C=CC=C1)O (furfuryl phenol silicate). As a reaction SMILES: [Si:1]([OH:5])([OH:4])([OH:3])[OH:2].[C:6]1([OH:12])[CH:11]=[CH:10][CH:9]=[CH:8][CH:7]=1.[CH2:13](O)[C:14]1[O:18][CH:17]=[CH:16][CH:15]=1>>[Si:1]([OH:5])([OH:4])([OH:3])[OH:2].[CH2:13]([C:7]1[CH:8]=[CH:9][CH:10]=[CH:11][C:6]=1[OH:12])[C:14]1[O:18][CH:17]=[CH:16][CH:15]=1 |f:0.1,3.4|. Procedure: 1 part by weight of the phenol silicate compound as produced in Example 1 is mixed with 0.5 to 3 parts by weight of furfuryl alcohol then heated to 70° to 120° C. for 30 to 120 minutes thereby producing a brown, liquid poly (furfuryl phenol silicate) resinous product. The resinous product is cured by adding an acid compound such as sulfuric acid, hydrochloric acid, phosphoric acid, acetic acid and sodium hydrogen sulfate, thereby producing a brown solid, tough resinous product.